This data is from the Open Reaction Database (ORD), a public repository of structured organic reaction records. The task is: describe an organic reaction: reactants, conditions, products, and yield Reactants: C(C)(=O)Cl (acetic acid chloride), OC1C=CC(C1)O (3,5-dihydroxycyclopent-1-ene). Run in N1=CC=CC=C1 (pyridine). Conditions: time 5 hour. Yields the product CC(=O)[O-] (monoacetate), CC(=O)CC(=O)O (diacetate). RXN SMILES: [C:1](Cl)(=[O:3])[CH3:2].[OH:5][CH:6]1[CH2:10][CH:9]([OH:11])[CH:8]=C1>N1C=CC=CC=1>[CH3:2][C:1]([O-:3])=[O:5].[CH3:8][C:9]([CH2:10][C:6]([OH:3])=[O:5])=[O:11]. Procedure: Forty-eight milligrams (0.6 mmol) of acetic acid chloride was added to a mixture of 111 milligrams (1.1 mmols) of 3,5-dihydroxycyclopent-1-ene and 0.5 milliliter of pyridine with stirring over a period of 5 hours. The aftertreatment was carried out as in Example 1, and 62 milligrams of a crude product was obtained. When calculations were made from the results of the chromatographic analysis, the yields of the monoacetate and diacetate were 22% and 7%, respectively. Procedure: A solution of 0.9 g of 2-(4-chlorophenyl)-N-[4-(dimethylamino)phenyl]-3H-imidazo[4,5-b]pyridine-3-propanamide (obtained in Example 245), in hot isopropyl alcohol was acidified with ethereal hydrogen chloride. Isopropyl ether was added and a pink solid formed. The solid was collected by filtration, rinsed with isopropyl ether and then recrystallized from isopropyl alcohol-isopropyl ether to give 0.81 g of a lavender solid. After drying at high vacuum, mp 215.5°-217° C. Starting materials: ClC1=CC=C(C=C1)C1=NC=2C(=NC=CC2)N1CCC(=O)NC1=CC=C(C=C1)N(C)C (2-(4-chlorophenyl)-N-[4-(dimethylamino)phenyl]-3H-imidazo[4,5-b]pyridine-3-propanamide), Cl (hydrogen chloride), C(C)(C)OC(C)C (Isopropyl ether). RXN SMILES: [Cl:1][C:2]1[CH:7]=[CH:6][C:5]([C:8]2[N:16]([CH2:17][CH2:18][C:19]([NH:21][C:22]3[CH:27]=[CH:26][C:25]([N:28]([CH3:30])[CH3:29])=[CH:24][CH:23]=3)=[O:20])[C:11]3=[N:12][CH:13]=[CH:14][CH:15]=[C:10]3[N:9]=2)=[CH:4][CH:3]=1.Cl.C(OC(C)C)(C)C>C(O)(C)C>[ClH:1].[Cl:1][C:2]1[CH:7]=[CH:6][C:5]([C:8]2[N:16]([CH2:17][CH2:18][C:19]([NH:21][C:22]3[CH:23]=[CH:24][C:25]([N:28]([CH3:29])[CH3:30])=[CH:26][CH:27]=3)=[O:20])[C:11]3=[N:12][CH:13]=[CH:14][CH:15]=[C:10]3[N:9]=2)=[CH:4][CH:3]=1 |f:4.5|. The solvent is C(C)(C)O (isopropyl alcohol). Yield: 165.6%. Yields the product Cl.ClC1=CC=C(C=C1)C1=NC=2C(=NC=CC2)N1CCC(=O)NC1=CC=C(C=C1)N(C)C (2-(4-Chlorophenyl)-N-[4-(dimethylamino)phenyl]-3H-imidazo[4,5-b]pyridine-3-propanamide hydrochloride). The reactants are CS(=O)(=O)OCC[C@@]1(CCN(C(O1)=O)[C@@H](C)C1=CC=C(C=C1)C1=C(C=C(C=C1)F)F)C1=CC=C(C=C1)F (2-((S)-3-((S)-1-(2′,4′-difluorobiphenyl-4-yl)ethyl)-6-(4-fluorophenyl)-2-oxo-1,3-oxazinan-6-yl)ethyl methanesulfonate), N1C=NC=C1 (imidazole), C(=O)([O-])[O-].[K+].[K+] (K2CO3). Run in C(C)#N (acetonitrile). Yields the product FC1=C(C=CC(=C1)F)C1=CC=C(C=C1)[C@H](C)N1C(O[C@@](CC1)(CCN1C=NC=C1)C1=CC=C(C=C1)F)=O ((R)-3-[(S)-1-(2′,4′-difluoro-biphenyl-4-yl)-ethyl]-6-(4-fluoro-phenyl)-6-(2-imidazol-1-yl-ethyl)-[1,3]oxazinan-2-one). Isolated yield 1.2%. As a reaction SMILES: CS(O[CH2:6][CH2:7][C@@:8]1([C:31]2[CH:36]=[CH:35][C:34]([F:37])=[CH:33][CH:32]=2)[O:13][C:12](=[O:14])[N:11]([C@H:15]([C:17]2[CH:22]=[CH:21][C:20]([C:23]3[CH:28]=[CH:27][C:26]([F:29])=[CH:25][C:24]=3[F:30])=[CH:19][CH:18]=2)[CH3:16])[CH2:10][CH2:9]1)(=O)=O.[NH:38]1[CH:42]=[CH:41][N:40]=[CH:39]1.C([O-])([O-])=O.[K+].[K+]>C(#N)C>[F:30][C:24]1[CH:25]=[C:26]([F:29])[CH:27]=[CH:28][C:23]=1[C:20]1[CH:21]=[CH:22][C:17]([C@@H:15]([N:11]2[CH2:10][CH2:9][C@@:8]([C:31]3[CH:32]=[CH:33][C:34]([F:37])=[CH:35][CH:36]=3)([CH2:7][CH2:6][N:38]3[CH:42]=[CH:41][N:40]=[CH:39]3)[O:13][C:12]2=[O:14])[CH3:16])=[CH:18][CH:19]=1 |f:2.3.4|. Procedure: A mixture of 2-((S)-3-((S)-1-(2′,4′-difluorobiphenyl-4-yl)ethyl)-6-(4-fluorophenyl)-2-oxo-1,3-oxazinan-6-yl)ethyl methanesulfonate (230 mg, 0.43 mmol), imidazole (44 mg, 0.65 mmol), K2CO3 (178.7 mg, 1.29 mmol) in acetonitrile (4 mL) was heated to reflux overnight. The solvent was removed and the residue was partitioned between EtOAc and water. The aqueous layer was extracted with EtOAc and the combined organic layer was washed with brine, dried over Na2SO4, filtered and concentrated to give the ... Reactants: FC(C(=O)O)(F)F (trifluoroacetic acid), C(C)[SiH](CC)CC (triethylsilane), COCOC1=C2C(N(C(C2=C(C=C1OC)I)=O)C(C)(C1=CC=CC=C1)C)O (4-methoxymethoxy-5-methoxy-3-hydroxy-7-iodo-2-(1-methyl-1-phenylethyl)isoindolinone). The solvent is [N+](=O)([O-])C (nitromethane). Product: OC1=C2CNC(C2=C(C=C1OC)I)=O (4-hydroxy-5-methoxy-7-iodoisoindolinone). Isolated yield 70.7%. RXN SMILES: COC[O:4][C:5]1[C:13]([O:14][CH3:15])=[CH:12][C:11]([I:16])=[C:10]2[C:6]=1[CH:7](O)[N:8](C(C)(C1C=CC=CC=1)C)[C:9]2=[O:17].FC(F)(F)C(O)=O.C([SiH](CC)CC)C>[N+](C)([O-])=O>[OH:4][C:5]1[C:13]([O:14][CH3:15])=[CH:12][C:11]([I:16])=[C:10]2[C:6]=1[CH2:7][NH:8][C:9]2=[O:17]. Procedure details: In a similar manner to Step 4 of Example 16, 4-methoxymethoxy-5-methoxy-3-hydroxy-7-iodo-2-(1-methyl-1-phenylethyl)isoindolinone (763 mg, 1.58 mmol) was dissolved in nitromethane (12 mL), and the solution was treated with trifluoroacetic acid (1.22 mL, 15.8 mmol) and triethylsilane (2.55 mL, 15.8 mmol), followed by purification by slurry using chloroform to obtain 4-hydroxy-5-methoxy-7-iodoisoindolinone (341 mg, yield 71%). The reactants are Fc1ccc(C(CCCCl)c2ccc(F)cc2)cc1, [H-], [Na+], CN(C)C=O, O=c1[nH]c2ccccc2[nH]1. Product: O=c1[nH]c2ccccc2n1CCCC(c1ccc(F)cc1)c1ccc(F)cc1. As a reaction SMILES: [F:13][c:14]1[cH:15][cH:16][c:17]([CH:20]([CH2:21][CH2:22][CH2:23][Cl:24])[c:25]2[cH:26][cH:27][c:28]([F:31])[cH:29][cH:30]2)[cH:18][cH:19]1.[H-:1].[Na+:2].[O:32]=[CH:33][N:34]([CH3:35])[CH3:36].[nH:3]1[c:4](=[O:12])[nH:5][c:6]2[c:7]1[cH:8][cH:9][cH:10][cH:11]2>>[n:3]1([CH2:23][CH2:22][CH2:21][CH:20]([c:17]2[cH:16][cH:15][c:14]([F:13])[cH:19][cH:18]2)[c:25]2[cH:26][cH:27][c:28]([F:31])[cH:29][cH:30]2)[c:4](=[O:12])[nH:5][c:6]2[c:7]1[cH:8][cH:9][cH:10][cH:11]2. Reaction SMILES: [C:1]([CH2:4][N:5]1[CH2:16][CH2:15][NH:14][CH2:13][CH2:12][N:11]([CH2:17][C:18]([OH:20])=[O:19])[CH2:10][CH2:9][N:8]([CH2:21][C:22]([OH:24])=[O:23])[CH2:7][CH2:6]1)([OH:3])=[O:2].Br[CH2:26][CH2:27][O:28][C:29]([CH3:32])([CH3:31])[CH3:30].C(=O)([O-])[O-].[K+].[K+]>CN(C)C=O>[CH3:30][C:29]([CH3:32])([CH3:31])[O:28][CH2:27][CH2:26][N:14]1[CH2:13][CH2:12][N:11]([CH2:17][C:18]([OH:20])=[O:19])[CH2:10][CH2:9][N:8]([CH2:21][C:22]([OH:24])=[O:23])[CH2:7][CH2:6][N:5]([CH2:4][C:1]([OH:3])=[O:2])[CH2:16][CH2:15]1 |f:2.3.4|. Solvent: CN(C=O)C (dimethylformamide). Reported procedure: 5 g (14.43 mmol) of 1,4,7-tris-(carboxymethyl)-1,4,7, 10-tetraazacyclododecane is stirred in 75 ml of dimethylformamide for 18 hours with 3.14 g (17.35 mmol) of (2-bromoethyl)-tert-butyl ether and 6.50 g of potassium carbonate at 95° C. It is concentrated by evaporation in a vacuum and the residue is dissolved in 100 ml of water, the pH is adjusted to 2 by adding 12 N hydrochloric acid and the solution is put on a column of 320 ml of cation exchanger IR-120 (H+ form). It is eluted with 2 l of wa... Product: CC(OCCN1CCN(CCN(CCN(CC1)CC(=O)O)CC(=O)O)CC(=O)O)(C)C (10-(4,4-Dimethyl-3-oxa-pentyl)-1,4,7-tris-(carboxymethyl)-1,4,7,10-tetraazacyclododecane). Starting materials: C(=O)(O)CN1CCN(CCN(CCNCC1)CC(=O)O)CC(=O)O (1,4,7-tris-(carboxymethyl)-1,4,7, 10-tetraazacyclododecane), BrCCOC(C)(C)C ((2-bromoethyl)-tert-butyl ether), C([O-])([O-])=O.[K+].[K+] (potassium carbonate). Yield: 65.0%.